This data is from the Open Reaction Database (ORD), a public repository of structured organic reaction records. The task is: describe an organic reaction: reactants, conditions, products, and yield Product: COc1ccc(S(F)(F)(F)(F)F)cc1. As a reaction SMILES: [CH2:14]1[CH2:15][CH2:16][C:17]2=[N:22][CH2:21][CH2:20][CH2:19][N:18]2[CH2:23][CH2:24]1.[CH3:25][O:26][C:27]([O:28][CH3:29])=[O:30].[F:1][S:2]([c:3]1[cH:4][cH:5][c:6]([OH:9])[cH:7][cH:8]1)([F:10])([F:11])([F:12])[F:13]>>[F:1][S:2]([c:3]1[cH:4][cH:5][c:6]([O:9][CH3:14])[cH:7][cH:8]1)([F:10])([F:11])([F:12])[F:13]. Reactants: C1CCC2=NCCCN2CC1, COC(=O)OC, Oc1ccc(S(F)(F)(F)(F)F)cc1. The reactants are [N+](#[C-])C(CCCC)S(=O)(=O)C1=CC=C(C=C1)C (1-[(1-isocyanopentyl)sulfonyl]-4-methylbenzene), C(C=C)(=O)OCC (ethyl acrylate), CC(C)([O-])C.[K+] (potassium tert-butoxide). The solvent is O1CCCC1 (tetrahydrofuran), O1CCCC1 (tetrahydrofuran), O (water). Reaction conditions: time 1 hour. Yields the product C(CCC)C1=CC(=CN1)C(=O)OCC (Ethyl 5-butyl-1H-pyrrole-3-carboxylate). Isolated yield 78.0%. As a reaction SMILES: [N+:1]([CH:3](S(C1C=CC(C)=CC=1)(=O)=O)[CH2:4][CH2:5][CH2:6][CH3:7])#[C-:2].[C:18]([O:22][CH2:23][CH3:24])(=[O:21])[CH:19]=[CH2:20].CC(C)([O-])C.[K+]>O1CCCC1.O>[CH2:4]([C:3]1[NH:1][CH:2]=[C:19]([C:18]([O:22][CH2:23][CH3:24])=[O:21])[CH:20]=1)[CH2:5][CH2:6][CH3:7] |f:2.3|. Reported procedure: A solution (120 mL) of 1-[(1-isocyanopentyl)sulfonyl]-4-methylbenzene (10.8 g) and ethyl acrylate (4.78 mL) in tetrahydrofuran was added dropwise to a solution (80 mL) of potassium tert-butoxide (5.79 g) in tetrahydrofuran while stirring at room temperature over 1 hr. The mixture was further stirred at the same temperature for 30 min, and the reaction product was diluted with water, and extracted with ethyl acetate. The extract was washed with saturated brine, dried over anhydrous magnesium sulf... The reactants are C([O-])([O-])=O.[K+].[K+] (potassium carbonate), C(=O)(C(F)(F)F)O (TFA), Boc, IC1=CC=C(C=C1)[C@H]1[C@@H](CCC1)NS(=O)(=O)C(C)C ((+,−) Trans propane-2-sulfonic acid [2-(4-iodo-phenyl)-cyclopentyl]-amide), N-carbamic acid tert-butyl ester N-methanesulfonamide N-phenethyl-4-boronic acid. Reagents/catalysts: C(C)(=O)[O-].[Pd+2].C(C)(=O)[O-] (palladium acetate). Solvent: O (water), C(Cl)Cl (methylene chloride), C(CC)O (n-propanol). Conditions: temperature 90 celsius, time 8 hour. Product: CS(=O)(=O)NCCC1=CC=C(C=C1)C1=CC=C(C=C1)[C@H]1[C@@H](CCC1)NS(=O)(=O)C(C)C ((+,−) Trans Propane-2-sulfonic acid {2-[4′-(2-methanesulfonylamino-ethyl)-biphenyl-4-yl]-cyclopentyl}-amide). Yield: 64.0%. RXN SMILES: I[C:2]1[CH:7]=[CH:6][C:5]([C@@H:8]2[CH2:12][CH2:11][CH2:10][C@H:9]2[NH:13][S:14]([CH:17]([CH3:19])[CH3:18])(=[O:16])=[O:15])=[CH:4][CH:3]=1.C(=O)([O-])[O-].[K+].[K+].[C:26](O)([C:28](F)(F)F)=O>C(O)CC.O.C(Cl)Cl.C([O-])(=O)C.[Pd+2].C([O-])(=O)C>[CH3:17][S:14]([NH:13][CH2:9][CH2:8][C:26]1[CH:28]=[CH:7][C:2]([C:2]2[CH:7]=[CH:6][C:5]([C@@H:8]3[CH2:12][CH2:11][CH2:10][C@H:9]3[NH:13][S:14]([CH:17]([CH3:19])[CH3:18])(=[O:16])=[O:15])=[CH:4][CH:3]=2)=[CH:3][CH:4]=1)(=[O:16])=[O:15] |f:1.2.3,8.9.10|. Procedure details: (+,−) Trans propane-2-sulfonic acid [2-(4-iodo-phenyl)-cyclopentyl]-amide (300 mg, 0.76 mmol, prepared in example 2) and N-carbamic acid tert-butyl ester-N-methanesulfonamide-N-phenethyl-4-boronic acid (316 mg, 0.92 mmol) were dissolved in 20 mL of n-propanol and 25 mg (0.18 mmol)of potassium carbonate in 5 mL of water added. A catalytic amount of palladium acetate is added (9 mg) and the mixture refluxed at 90° C. for 4 hours. The reaction is worked up as in preparation 6. Dissolved the residue... As a reaction SMILES: [CH3:1][O:2][C:3]1[CH:4]=[C:5]2[C:10](=[CH:11][CH:12]=1)[C:9]([OH:13])=[C:8]([C:14]1[CH:19]=[CH:18][CH:17]=[CH:16][CH:15]=1)[C:7]([CH3:20])=[CH:6]2.[H-].[Na+].[F:23][C:24]1[CH:25]=[C:26]([CH:29]=[CH:30][C:31]=1F)[CH:27]=[O:28]>CN(C=O)C>[F:23][C:24]1[CH:25]=[C:26]([CH:29]=[CH:30][C:31]=1[O:13][C:9]1[C:10]2[C:5](=[CH:4][C:3]([O:2][CH3:1])=[CH:12][CH:11]=2)[CH:6]=[C:7]([CH3:20])[C:8]=1[C:14]1[CH:15]=[CH:16][CH:17]=[CH:18][CH:19]=1)[CH:27]=[O:28] |f:1.2|. Isolated yield 34.6%. Procedure: Compound 7 (204 mg, 0.77 mmol, 1 equiv) was dissolved in DMF (5 mL) and cooled to 0° C. under N2. Sodium hydride, 60% dispersion (34 mg, 0.85 mmol, 1.1 equiv), followed by 3,4-difluorobenzaldehyde (170 μL, 1.54 mmol, 2 equiv) were added and the entire reaction mixture was heated to 70° C. for 2 days. The mixture was then partitioned between EtOAc (50 mL) and H2O (50 mL). The organic layer was washed with saturated aqueous NaCl (100 mL), dried over Na2SO4, filtered and concentrated to dryness. Th... Reactants: [H-].[Na+] (Sodium hydride), COC=1C=C2C=C(C(=C(C2=CC1)O)C1=CC=CC=C1)C (6-Methoxy-3-methyl-2-phenyl-1-naphthol), FC=1C=C(C=O)C=CC1F (3,4-difluorobenzaldehyde). Product: FC=1C=C(C=O)C=CC1OC1=C(C(=CC2=CC(=CC=C12)OC)C)C1=CC=CC=C1 (3-fluoro-4-{[3-methyl-6-(methyloxy)-2-phenyl-1-naphthalenyl]oxy}benzaldehyde). Solvent: CN(C)C=O (DMF). Reaction conditions: temperature 0 celsius. The reactants are CC#N, C1CCOC1, S=C(n1ccnc1)n1ccnc1, Nc1nccs1. The product is S=C(Nc1nccs1)n1ccnc1. Reaction SMILES: [CH3:19][C:20]#[N:21].[O:22]1[CH2:23][CH2:24][CH2:25][CH2:26]1.[n:7]1([C:12](=[S:13])[n:14]2[cH:15][cH:16][n:17][cH:18]2)[cH:8][n:9][cH:10][cH:11]1.[s:1]1[c:2]([NH2:6])[n:3][cH:4][cH:5]1>>[s:1]1[c:2]([NH:6][C:12]([n:7]2[cH:8][n:9][cH:10][cH:11]2)=[S:13])[n:3][cH:4][cH:5]1. Reactants: CS(N)(=O)=O, CN(C)c1ccncc1, COc1nc(NCCc2ccc(Cl)cc2Cl)cc(-c2cccc(C3(C(=O)O)CCOCC3)c2)n1, ClCCl. The product is COc1nc(NCCc2ccc(Cl)cc2Cl)cc(-c2cccc(C3(C(=O)NS(C)(=O)=O)CCOCC3)c2)n1. RXN SMILES: [CH3:35][S:36](=[O:37])(=[O:38])[NH2:39].[CH3:40][N:41]([CH3:42])[c:43]1[cH:44][cH:45][n:46][cH:47][cH:48]1.[Cl:1][c:2]1[c:3]([CH2:9][CH2:10][NH:11][c:12]2[cH:13][c:14](-[c:20]3[cH:21][c:22]([C:26]4([C:32](=[O:33])[OH:34])[CH2:27][CH2:28][O:29][CH2:30][CH2:31]4)[cH:23][cH:24][cH:25]3)[n:15][c:16]([O:18][CH3:19])[n:17]2)[cH:4][cH:5][c:6]([Cl:8])[cH:7]1.[Cl:49][CH2:50][Cl:51]>>[Cl:1][c:2]1[c:3]([CH2:9][CH2:10][NH:11][c:12]2[cH:13][c:14](-[c:20]3[cH:21][c:22]([C:26]4([C:32](=[O:33])[NH:39][S:36]([CH3:35])(=[O:37])=[O:38])[CH2:27][CH2:28][O:29][CH2:30][CH2:31]4)[cH:23][cH:24][cH:25]3)[n:15][c:16]([O:18][CH3:19])[n:17]2)[cH:4][cH:5][c:6]([Cl:8])[cH:7]1. Starting materials: ClC1=C(NC(=C1Cl)C)C(=O)O (3,4-dichloro-5-methyl-1H-pyrrole-2-carboxylic acid), N[C@H]1[C@H](CN(CC1)C(=O)OCC)OCC (ethyl (3S,4R)-4-amino-3-ethoxypiperidine-1-carboxylate), N[C@H]1[C@H](CN(CC1)C(=O)OCC)OCC (ethyl (3S,4R)-4-amino-3-ethoxypiperidine-1-carboxylate), C=1C=CC2=C(C1)N=NN2O (HOBT), CN1CCOCC1 (N-methyl morpholine), CCN=C=NCCCN(C)C.Cl (EDC HCl). Solvent: ClCCl (dichloromethane). Conditions: time 1 hour. Product: ClC1=C(NC(=C1Cl)C)C(=O)N[C@H]1[C@H](CN(CC1)C(=O)OCC)OCC (ethyl (3S,4R)-4-{[(3,4-dichloro-5-methyl-1H-pyrrol-2-yl)carbonyl]amino}-3-ethoxypiperidine-1-carboxylate). Isolated yield 78.8%. RXN SMILES: [Cl:1][C:2]1[C:6]([Cl:7])=[C:5]([CH3:8])[NH:4][C:3]=1[C:9]([OH:11])=O.[NH2:12][C@@H:13]1[CH2:18][CH2:17][N:16]([C:19]([O:21][CH2:22][CH3:23])=[O:20])[CH2:15][C@@H:14]1[O:24][CH2:25][CH3:26].C1C=CC2N(O)N=NC=2C=1.CN1CCOCC1.CCN=C=NCCCN(C)C.Cl>ClCCl>[Cl:1][C:2]1[C:6]([Cl:7])=[C:5]([CH3:8])[NH:4][C:3]=1[C:9]([NH:12][C@@H:13]1[CH2:18][CH2:17][N:16]([C:19]([O:21][CH2:22][CH3:23])=[O:20])[CH2:15][C@@H:14]1[O:24][CH2:25][CH3:26])=[O:11] |f:4.5|. Procedure: To a solution of 3,4-dichloro-5-methyl-1H-pyrrole-2-carboxylic acid (WO200687543, 1.18 g, 6.15 mmol) and ethyl (3S,4R)-4-amino-3-ethoxypiperidine-1-carboxylate (Intermediate 24, 1.33 g, 6.15 mmol) in dichloromethane (170 mL) were added HOBT (941 mg, 6.15 mmol) and N-methyl morpholine (2.02 mL, 18.45 mmol). The reaction mixture was stirred for 1 h at room temperature and EDC HCl (2.11 g, 11.07 mmol) was added. The resulting reaction mixture was stirred for room temperature overnight. The reaction... The reactants are CC=1C=CC=C2CCC(OC12)=O (8-Methyl dihydrocoumarin), [Cl-].[Cl-].[Cl-].[Al+3] (Aluminum trichloride), O (water). The solvent is CO (Methanol). Run at temperature 177.5 celsius, time 2 hour. The product is OC1=C2CCC(C2=CC=C1C)=O (4-Hydroxy-5-methyl-indan-1-one). Yield: 67.7%. As a reaction SMILES: [CH3:1][C:2]1[CH:3]=[CH:4][CH:5]=[C:6]2[C:11]=1[O:10][C:9](=[O:12])[CH2:8][CH2:7]2.[Cl-].[Cl-].[Cl-].[Al+3].O>CO>[OH:10][C:11]1[C:2]([CH3:1])=[CH:3][CH:4]=[C:5]2[C:6]=1[CH2:7][CH2:8][C:9]2=[O:12] |f:1.2.3.4|. Reported procedure: The mixture of 8-Methyl dihydrocoumarin (20 gm, 0.123 mole) and Aluminum trichloride (49.3 gm, 0.370 mole) was stirred for 2 hours at 175-180° C. To the reaction mixture, water (250 ml) was added slowly and stirred for an hour. Further it was filtered and obtained solid was stirred in Methanol (60 ml). Finally the suspension was filtered and obtained solid was dried under vacuum to give 13.5 gm of desired product as a solid. The reactants are C=C(C)C(=O)Cl, ClC(Cl)Cl, NCCN. Product: C=C(C)C(=O)NCCN. Reaction SMILES: [C:1]([C:2](=[CH2:3])[CH3:4])(=[O:5])[Cl:6].[CH:11]([Cl:12])([Cl:13])[Cl:14].[NH2:7][CH2:8][CH2:9][NH2:10]>>[C:1]([C:2](=[CH2:3])[CH3:4])(=[O:5])[NH:7][CH2:8][CH2:9][NH2:10].